From a dataset of the Open Reaction Database (ORD), a public repository of structured organic reaction records. describe an organic reaction: reactants, conditions, products, and yield Reactants: CNS(=O)(=O)NC1=NC=CC=C1C(=O)OC (Methyl 2-(((methylamino)sulfonyl)amino)-3-pyridine carboxylate), Cl (hydrochloric acid), CO (methanol), C[O-].[Na+] (sodium methoxide). Solvent: O (water). Yields the product CN1C(C2=C(NS1(=O)=O)N=CC=C2)=O (3-Methyl-1H-pyrido(2,3-c)(1,2,6)thiadiazin-4(3H)-one-2,2-dioxide). Reaction SMILES: [CH3:1][NH:2][S:3]([NH:6][C:7]1[C:12]([C:13]([O:15]C)=O)=[CH:11][CH:10]=[CH:9][N:8]=1)(=[O:5])=[O:4].CO.C[O-].[Na+].Cl>O>[CH3:1][N:2]1[S:3](=[O:5])(=[O:4])[NH:6][C:7]2[N:8]=[CH:9][CH:10]=[CH:11][C:12]=2[C:13]1=[O:15] |f:2.3|. Reported procedure: Methyl 2-(((methylamino)sulfonyl)amino)-3-pyridine carboxylate (11.0 grams; 0.045 mole) was dissolved in 150 ml. of methanol and sodium methoxide (7.3 grams; 0.135 mole) added thereto. The resulting reaction mixture was heated at reflux temperatures for a period of about 4 hours. After cooling the reaction mixture, the solvent was removed in vacuo and the residue thus obtained suspended in 30 ml. of water and the resulting suspension acidified to a pH of about 1.0 with concentrated hydrochloric ... The reactants are CO (methanol), C[Si](C)(C)C=[N+]=[N-] (trimethylsilyldiazomethane), ClC1=CC=C(C=C1)C1=C(C=C(C(N1)=O)C(=O)O)C1=CC=CC=C1 (6-(4-chlorophenyl)-5-(phenyl)-2-oxo-1,2-dihydropyridine-3-carboxylic acid), 3-nitrile. Solvent: hexanes, C(Cl)Cl (methylene chloride). The product is COC1=NC(=C(C=C1C#N)C1=CC=CC=C1)C1=CC=C(C=C1)Cl (2-(methoxy)-6-(4-chlorophenyl)-5-(phenyl)pyridine-3-nitrile), COC1=NC(=C(C=C1C(=O)OC)C1=CC=CC=C1)C1=CC=C(C=C1)Cl (methyl 2-(methoxy)-6-(4-chlorophenyl)-5-(phenyl)pyridine-3-carboxylate). RXN SMILES: [Cl:1][C:2]1[CH:7]=[CH:6][C:5]([C:8]2[NH:13][C:12](=O)[C:11]([C:15]([OH:17])=[O:16])=[CH:10][C:9]=2[C:18]2[CH:23]=[CH:22][CH:21]=[CH:20][CH:19]=2)=[CH:4][CH:3]=1.[CH3:24][OH:25].[CH3:26][Si]([CH:30]=[N+:31]=[N-])(C)C>C(Cl)Cl>[CH3:24][O:25][C:12]1[C:11]([C:30]#[N:31])=[CH:10][C:9]([C:18]2[CH:19]=[CH:20][CH:21]=[CH:22][CH:23]=2)=[C:8]([C:5]2[CH:6]=[CH:7][C:2]([Cl:1])=[CH:3][CH:4]=2)[N:13]=1.[CH3:24][O:25][C:12]1[C:11]([C:15]([O:17][CH3:26])=[O:16])=[CH:10][C:9]([C:18]2[CH:23]=[CH:22][CH:21]=[CH:20][CH:19]=2)=[C:8]([C:5]2[CH:6]=[CH:7][C:2]([Cl:1])=[CH:3][CH:4]=2)[N:13]=1. Procedure details: To a solution of 6-(4-chlorophenyl)-5-(phenyl)-2-oxo-1,2-dihydropyridine-3-carboxylic acid (50 mg, 0.15 mmol) from Example 1, Step C (containing a trace of the 3-nitrile starting material) in methylene chloride (3 mL) and methanol (1 mL) was added 2M trimethylsilyldiazomethane in hexanes until the yellow color persisted. The volatiles were removed under a stream of nitrogen and the residue was separated by preparative TLC on silica gel (eluted with 30% ethyl acetate in hexanes) to obtain 2-(meth... The reactants are C[C@](CC(=O)O)(CC(=O)SCCNC(=O)CCNC(=O)[C@@H](C(C)(C)COP(=O)(O)OP(=O)(O)OC[C@@H]1[C@H]([C@H]([C@@H](O1)N2C=NC3=C2N=CN=C3N)O)OP(=O)(O)O)O)O (HMG-CoA), C=1N=C(C2=C(N1)N(C=N2)[C@H]3[C@@H]([C@@H]([C@H](O3)COP(=O)(O)OP(=O)(O)OC[C@@H]4[C@H]([C@H]([C@@H](O4)N5C=CCC(=C5)C(=O)N)O)O)O)OP(=O)(O)O)N (NADPH), C[C@](CC(=O)O)(CC(=O)SCCNC(=O)CCNC(=O)[C@@H](C(C)(C)COP(=O)(O)OP(=O)(O)OC[C@@H]1[C@H]([C@H]([C@@H](O1)N2C=NC3=C2N=CN=C3N)O)OP(=O)(O)O)O)O (HMG-CoA). Product: C(C[C@@](O)(C)CCO)(=O)[O-] (mevalonate), C1=CC(=C[N+](=C1)[C@@H]2[C@H]([C@H]([C@@H](O2)COP(=O)([O-])OP(=O)(O)OC[C@@H]3[C@H]([C@H]([C@@H](O3)N4C=NC5=C4N=CN=C5N)OP(=O)(O)O)O)O)O)C(=O)N (nicotinamide adenine dinucleotide phosphate), CC(C)(COP(=O)(O)OP(=O)(O)OC[C@@H]1[C@H]([C@H]([C@@H](O1)N2C=NC3=C2N=CN=C3N)O)OP(=O)(O)O)[C@H](C(=O)NCCC(=O)NCCS)O (CoA). As a reaction SMILES: [CH3:1][C@@:2]([OH:58])([CH2:7][C:8]([S:10][CH2:11][CH2:12][NH:13][C:14]([CH2:16][CH2:17][NH:18][C:19]([C@H:21]([OH:57])[C:22]([CH2:25][O:26][P:27]([O:30][P:31]([O:34][CH2:35][C@H:36]1[O:40][C@@H:39]([N:41]2[C:45]3[N:46]=[CH:47][N:48]=[C:49]([NH2:50])[C:44]=3[N:43]=[CH:42]2)[C@H:38]([OH:51])[C@@H:37]1[O:52][P:53]([OH:56])([OH:55])=[O:54])([OH:33])=[O:32])([OH:29])=[O:28])([CH3:24])[CH3:23])=[O:20])=[O:15])=[O:9])[CH2:3][C:4]([OH:6])=[O:5].[CH:59]1[N:60]=[C:61]([NH2:106])[C:62]2[N:67]=[CH:66][N:65]([C@@H:68]3[O:72][C@H:71]([CH2:73][O:74][P:75]([O:78][P:79]([O:82][CH2:83][C@H:84]4[O:88][C@@H:87]([N:89]5[CH:94]=[C:93]([C:95]([NH2:97])=[O:96])[CH2:92][CH:91]=[CH:90]5)[C@H:86]([OH:98])[C@@H:85]4[OH:99])([OH:81])=[O:80])([OH:77])=[O:76])[C@@H:70]([OH:100])[C@H:69]3[O:101][P:102]([OH:105])([OH:104])=[O:103])[C:63]=2[N:64]=1>>[C:4]([O-:6])(=[O:5])[CH2:3][C@:2]([CH2:7][CH2:8][OH:9])([CH3:1])[OH:58].[CH:91]1[CH:90]=[N+:89]([C@H:87]2[O:88][C@@H:84]([CH2:83][O:82][P:79]([O:78][P:75]([O:74][CH2:73][C@H:71]3[O:72][C@@H:68]([N:65]4[C:63]5[N:64]=[CH:59][N:60]=[C:61]([NH2:106])[C:62]=5[N:67]=[CH:66]4)[C@H:69]([O:101][P:102]([OH:104])([OH:105])=[O:103])[C@@H:70]3[OH:100])([OH:77])=[O:76])([O-:81])=[O:80])[C@H:85]([OH:99])[C@@H:86]2[OH:98])[CH:94]=[C:93]([C:95]([NH2:97])=[O:96])[CH:92]=1.[CH3:24][C:22]([C@@H:21]([OH:57])[C:19]([NH:18][CH2:17][CH2:16][C:14]([NH:13][CH2:12][CH2:11][SH:10])=[O:15])=[O:20])([CH2:25][O:26][P:27]([O:30][P:31]([O:34][CH2:35][C@H:36]1[O:40][C@@H:39]([N:41]2[C:45]3[N:46]=[CH:47][N:48]=[C:49]([NH2:50])[C:44]=3[N:43]=[CH:42]2)[C@H:38]([OH:51])[C@@H:37]1[O:52][P:53]([OH:56])([OH:55])=[O:54])([OH:33])=[O:32])([OH:29])=[O:28])[CH3:23]. Procedure details: HMG-CoA reductase catalyzes the reaction of HMG-CoA with NADPH to form mevalonate, nicotinamide adenine dinucleotide phosphate (NADP) and CoA (see FIG. 1). For these assays, the cell-free extracts were prepared as described above except that the disrupted cell suspensions were centrifuged at 7,000×g instead of 15,000×g. The reaction was followed by monitoring consumption of HMG-CoA by high performance liquid chromatography (HPLC). For the assay, a reaction mixture containing (in a final volume o... The reactants are NCCc1ccccc1, Cc1sc2nc(-c3ccncc3)nc(Cl)c2c1Cl. Product: Cc1sc2nc(-c3ccncc3)nc(NCCc3ccccc3)c2c1Cl. RXN SMILES: [CH2:1]([CH2:2][c:3]1[cH:4][cH:5][cH:6][cH:7][cH:8]1)[NH2:9].[Cl:10][c:11]1[c:12]2[c:13]([n:14][c:15](-[c:17]3[cH:18][cH:19][n:20][cH:21][cH:22]3)[n:16]1)[s:23][c:24]([CH3:27])[c:25]2[Cl:26]>>[CH2:1]([CH2:2][c:3]1[cH:4][cH:5][cH:6][cH:7][cH:8]1)[NH:9][c:11]1[c:12]2[c:13]([n:14][c:15](-[c:17]3[cH:18][cH:19][n:20][cH:21][cH:22]3)[n:16]1)[s:23][c:24]([CH3:27])[c:25]2[Cl:26]. Starting materials: IC1=C(C(=O)O)C=CN=C1 (3-iodo-isonicotinic acid), CCN=C=NCCCN(C)C (WSC), NC1=C(C=CC(=C1)C(F)(F)F)O (2-amino-4-(trifluoromethyl)phenol). Run in N1=CC=CC=C1 (pyridine). Run at temperature 50 celsius. Product: OC1=C(C=C(C=C1)C(F)(F)F)NC(C1=C(C=NC=C1)I)=O (N-[2-hydroxy-5-(trifluoromethyl)phenyl]-3iodo isonicotinamide). Yield: 68.3%. RXN SMILES: [I:1][C:2]1[CH:10]=[N:9][CH:8]=[CH:7][C:3]=1[C:4]([OH:6])=O.CCN=C=NCCCN(C)C.[NH2:22][C:23]1[CH:28]=[C:27]([C:29]([F:32])([F:31])[F:30])[CH:26]=[CH:25][C:24]=1[OH:33]>N1C=CC=CC=1>[OH:33][C:24]1[CH:25]=[CH:26][C:27]([C:29]([F:30])([F:31])[F:32])=[CH:28][C:23]=1[NH:22][C:4](=[O:6])[C:3]1[CH:7]=[CH:8][N:9]=[CH:10][C:2]=1[I:1]. Reported procedure: A mixture of 1.78 g of 3-iodo-isonicotinic acid, 1.38 g of WSC and 12 ml of pyridine was stirred while heating at 50° C. for 15 minutes. Then, 1.15 g of 2-amino-4-(trifluoromethyl)phenol was added to the reaction mixture. The reaction mixture was stirred while heating at 80° C. for two hours. The reaction mixture was returned to room temperature, and concentrated under reduced pressure. Water was added to the residue, followed by extraction with ethyl acetate. The organic layer was washed with a... Starting materials: CC1(NC2=CC=C(C=C2C(=C1)C)OS(=O)(=O)C(F)(F)F)C (Trifluoromethanesulfonic acid 2,2,4-trimethyl-1,2-dihydroquinolin-6-yl ester), FC=1C=CC(=C(C1)B(O)O)OC (5-fluoro-2-methoxyphenylboronic acid), C1(=CC=CC=C1)CCS (2-phenylethanethiol). Product: FC=1C=CC(=C(C1)C=1C=C2C(=CC(NC2=CC1)(C)C)CSCCC1=CC=CC=C1)OC (6-(5-Fluoro-2-methoxyphenyl)-2,2-dimethyl-4-phenethylsulfanylmethyl-1,2-dihydroquinoline). As a reaction SMILES: [CH3:1][C:2]1([CH3:21])[CH:11]=[C:10]([CH3:12])[C:9]2[C:4](=[CH:5][CH:6]=[C:7](OS(C(F)(F)F)(=O)=O)[CH:8]=2)[NH:3]1.[F:22][C:23]1[CH:24]=[CH:25][C:26]([O:32][CH3:33])=[C:27](B(O)O)[CH:28]=1.[C:34]1([CH2:40][CH2:41][SH:42])[CH:39]=[CH:38][CH:37]=[CH:36][CH:35]=1>>[F:22][C:23]1[CH:24]=[CH:25][C:26]([O:32][CH3:33])=[C:27]([C:7]2[CH:8]=[C:9]3[C:4](=[CH:5][CH:6]=2)[NH:3][C:2]([CH3:1])([CH3:21])[CH:11]=[C:10]3[CH2:12][S:42][CH2:41][CH2:40][C:34]2[CH:39]=[CH:38][CH:37]=[CH:36][CH:35]=2)[CH:28]=1. Procedure details: Trifluoromethanesulfonic acid 2,2,4-trimethyl-1,2-dihydroquinolin-6-yl ester was coupled with 5-fluoro-2-methoxyphenylboronic acid. Bromination and coupling reaction with 2-phenylethanethiol gave 20 mg of the title compound. The reactants are Br, CCO, [H][H], CC(NCC(=O)COc1ccccc1[N+](=O)[O-])c1ccccc1. The product is CC(NCC1COc2ccccc2N1)c1ccccc1. Reaction SMILES: [BrH:1].[CH3:27][CH2:28][OH:29].[H:25][H:26].[N+:2]([O-:4])([c:5]1[c:6]([O:7][CH2:8][C:9](=[O:3])[CH2:11][NH:12][CH:13]([CH3:14])[c:15]2[cH:16][cH:17][cH:18][cH:19][cH:20]2)[cH:21][cH:22][cH:23][cH:24]1)=[O:10]>>[NH:2]1[c:5]2[c:6]([cH:21][cH:22][cH:23][cH:24]2)[O:7][CH2:8][CH:9]1[CH2:11][NH:12][CH:13]([CH3:14])[c:15]1[cH:16][cH:17][cH:18][cH:19][cH:20]1. The reactants are COC1=CC=C(C=C1)NC=1N=NC(=CN1)C(C)NC(=O)C1=COC=C1 (N-[1-(3-{[4-(methyloxy)phenyl]amino}-1,2,4-triazin-6-yl)ethyl]-3-furancarboxamide), COC1=CC=C(C=C1)NC=1N=NC(=CN1)C(C)NC(=O)C1=COC=C1 (N-[1-(3-{[4-(methyloxy)phenyl]amino}-1,2,4-triazin-6-yl)ethyl]-3-furancarboxamide), P(=O)(Cl)(Cl)Cl (phosphorus oxychloride). The solvent is ClCCCl (1,2-dichloroethane). The product is O1C=C(C=C1)C1=NC(=C2C=NC(=NN21)NC2=CC=C(C=C2)OC)C (7-(3-furanyl)-5-methyl-N-[4-(methyloxy)phenyl]imidazo[5,1-f][1,2,4]triazin-2-amine). Yield: 53.5%. As a reaction SMILES: [CH3:1][O:2][C:3]1[CH:8]=[CH:7][C:6]([NH:9][C:10]2[N:11]=[N:12][C:13]([CH:16]([NH:18][C:19]([C:21]3[CH:25]=[CH:24][O:23][CH:22]=3)=O)[CH3:17])=[CH:14][N:15]=2)=[CH:5][CH:4]=1.P(Cl)(Cl)(Cl)=O>ClCCCl>[O:23]1[CH:24]=[CH:25][C:21]([C:19]2[N:12]3[C:13]([CH:14]=[N:15][C:10]([NH:9][C:6]4[CH:7]=[CH:8][C:3]([O:2][CH3:1])=[CH:4][CH:5]=4)=[N:11]3)=[C:16]([CH3:17])[N:18]=2)=[CH:22]1. Procedure: Applying the Cyclization Procedure 1, using N-[1-(3-{[4-(methyloxy)phenyl]amino}-1,2,4-triazin-6-yl)ethyl]-3-furancarboxamide (Intermediate 58) (110 mg, 0.32 mmol), 1,2-dichloroethane (5 mL) and phosphorus oxychloride (0.20 mL, 2.14 mmol), to afford 7-(3-furanyl)-5-methyl-N-[4-(methyloxy)phenyl]imidazo[5,1-f][1,2,4]triazin-2-amine (55 mg) as a yellow solid. MS m/z 322 (M+1). Starting materials: O=C(O)C(=O)O, O=C([O-])[O-], CCOC(CCC(C#N)(c1ccccc1C)C(C)C)OCC, CC(C)=O, [K+], [K+], O, O, O. The product is Cc1ccccc1C(C#N)(CCC=O)C(C)C. As a reaction SMILES: [C:25]([OH:26])(=[O:27])[C:28]([OH:29])=[O:30].[C:31](=[O:32])([O-:33])[O-:34].[CH2:1]([O:3][CH:4]([O:2][CH2:20][CH3:21])[CH2:5][CH2:6][C:7]([C:8]#[N:9])([c:10]1[c:11]([CH3:16])[cH:12][cH:13][cH:14][cH:15]1)[CH:17]([CH3:18])[CH3:19])[CH3:22].[CH3:37][C:38](=[O:39])[CH3:40].[K+:35].[K+:36].[OH2:23].[OH2:24].[OH2:41]>>[O:3]=[CH:4][CH2:5][CH2:6][C:7]([C:8]#[N:9])([c:10]1[c:11]([CH3:16])[cH:12][cH:13][cH:14][cH:15]1)[CH:17]([CH3:18])[CH3:19].